From a dataset of the Open Reaction Database (ORD), a public repository of structured organic reaction records. describe an organic reaction: reactants, conditions, products, and yield Starting materials: CC=1C=C(C=C(C1)C)S (3,5-dimethylbenzenethiol), ClC1=CC=C(C(=N1)NC)[N+](=O)[O-] (6-chloro-2-methylamino-3-nitropyridine), C([O-])([O-])=O.[K+].[K+] (potassium carbonate), CN(C=O)C (N,N-dimethylformamide). Reaction conditions: temperature 80 celsius, time 1.5 hour. Product: CC=1C=C(C=C(C1)C)SC1=CC=C2C(=N1)N(C(=N2)CO)C (5-(3,5-dimethylphenylthio)-2-hydroxymethyl-3-methyl-3H-imidazo[4,5-b]pyridine). RXN SMILES: [CH3:1][C:2]1[CH:3]=[C:4]([SH:9])[CH:5]=[C:6]([CH3:8])[CH:7]=1.Cl[C:11]1[N:16]=[C:15]([NH:17][CH3:18])[C:14]([N+:19]([O-])=O)=[CH:13][CH:12]=1.[C:22](=[O:25])([O-])[O-].[K+].[K+].[CH3:28]N(C)C=O>>[CH3:1][C:2]1[CH:3]=[C:4]([S:9][C:11]2[N:16]=[C:15]3[N:17]([CH3:28])[C:18]([CH2:22][OH:25])=[N:19][C:14]3=[CH:13][CH:12]=2)[CH:5]=[C:6]([CH3:8])[CH:7]=1 |f:2.3.4|. Procedure: A mixture of 3,5-dimethylbenzenethiol (41.3 g), 6-chloro-2-methylamino-3-nitropyridine (56.1 g), potassium carbonate (207 g) and anhydrous N,N-dimethylformamide (300 ml) was stirred at 80° C. for 1.5 hours. The reaction mixture was concentrated and partitioned between ethyl acetate and water. The extract was dried over anhydrous sodium sulfate and concentrated. To a solution of the residue in a mixture of ethanol and toluene (1:1, 600 ml) was added 10% palladium on carbon (41.1 g) and the mixtur...